Dataset: the Open Reaction Database (ORD), a public repository of structured organic reaction records. Task: describe an organic reaction: reactants, conditions, products, and yield Starting materials: C(C)(C)(C)[Li] (tert-Butyl lithium), [Si](C)(C)(C)C#C (TMS-acetylene), C(C)(C)(C)[Si](OC[C@H]1OC1)(C)C ((S)-tert-butyldimethyl(oxiran-2-ylmethoxy)silane), B(F)(F)F (BF3). Solvent: C1CCOC1 (THF). Reaction conditions: temperature -78 celsius, time 4.5 hour. Product: [Si](C)(C)(C(C)(C)C)OC[C@H](CC#C[Si](C)(C)C)O ((S)-1-(tert-butyldimethylsilyloxy)-5-(trimethylsilyl)pent-4-yn-2-ol). As a reaction SMILES: C([Li])(C)(C)C.[Si:6]([C:10]#[CH:11])([CH3:9])([CH3:8])[CH3:7].[C:12]([Si:16]([CH3:23])([CH3:22])[O:17][CH2:18][C@@H:19]1[CH2:21][O:20]1)([CH3:15])([CH3:14])[CH3:13].B(F)(F)F>C1COCC1>[Si:16]([O:17][CH2:18][C@@H:19]([OH:20])[CH2:21][C:11]#[C:10][Si:6]([CH3:9])([CH3:8])[CH3:7])([C:12]([CH3:15])([CH3:14])[CH3:13])([CH3:23])[CH3:22]. Procedure: tert-Butyl lithium (2 eq) is added to a solution of TMS-acetylene (2 eq) in THF at −78° C. and the reaction mixture stirred for an additional 30 min. (S)-tert-butyldimethyl(oxiran-2-ylmethoxy)silane (1 eq) and BF3.EtO2 (2 eq) are added and stirred at −78° C. for 4.5 hours. The reaction is quenched by addition of aqueous ammonium chloride solution and extracted with ethyl acetate (3×). The combined organic layers are washed with brine, dried (MgSO4) and concentrated under reduced pressure to affo...